This data is from the Open Reaction Database (ORD), a public repository of structured organic reaction records. The task is: describe an organic reaction: reactants, conditions, products, and yield Reactants: CCCCN1CC2CNCC(C1)C2(C)C, ClCCl, O=S(=O)(Cl)c1ccc(F)cc1. Yields the product CCCCN1CC2CN(S(=O)(=O)c3ccc(F)cc3)CC(C1)C2(C)C. Reaction SMILES: [CH2:12]([CH2:13][CH2:14][CH3:15])[N:16]1[CH2:17][CH:18]2[CH2:19][NH:20][CH2:21][CH:22]([CH2:23]1)[C:24]2([CH3:25])[CH3:26].[Cl:27][CH2:28][Cl:29].[F:1][c:2]1[cH:3][cH:4][c:5]([S:8](=[O:9])(=[O:10])[Cl:11])[cH:6][cH:7]1>>[F:1][c:2]1[cH:3][cH:4][c:5]([S:8](=[O:9])(=[O:10])[N:20]2[CH2:19][CH:18]3[CH2:17][N:16]([CH2:12][CH2:13][CH2:14][CH3:15])[CH2:23][CH:22]([CH2:21]2)[C:24]3([CH3:25])[CH3:26])[cH:6][cH:7]1. Yield: 52.3%. Procedure: Using a procedure similar to that described in Example 1, but starting with 2-[2-amino-N-(2-ethoxycarbonylphenyl)acetamido]-N-methyl-N-phenylacetamide (2.25 g) and 3-methylphenyl isocyanate (0.88 g), and after recrystallisation in ethyl acetate, 2-{N-(2-ethoxycarbonylphenyl)-2-[3-(3-methylphenyl)ureido]acetamido}-N-methyl-N-phenylacetamide (1.6 g), m.p. 201° C., is obtained. RXN SMILES: [NH2:1][CH2:2][C:3]([N:5]([CH2:17][C:18]([N:20]([CH3:27])[C:21]1[CH:26]=[CH:25][CH:24]=[CH:23][CH:22]=1)=[O:19])[C:6]1[CH:11]=[CH:10][CH:9]=[CH:8][C:7]=1[C:12]([O:14][CH2:15][CH3:16])=[O:13])=[O:4].[CH3:28][C:29]1[CH:30]=[C:31]([N:35]=[C:36]=[O:37])[CH:32]=[CH:33][CH:34]=1>>[CH2:15]([O:14][C:12]([C:7]1[CH:8]=[CH:9][CH:10]=[CH:11][C:6]=1[N:5]([CH2:17][C:18]([N:20]([CH3:27])[C:21]1[CH:26]=[CH:25][CH:24]=[CH:23][CH:22]=1)=[O:19])[C:3](=[O:4])[CH2:2][NH:1][C:36]([NH:35][C:31]1[CH:32]=[CH:33][CH:34]=[C:29]([CH3:28])[CH:30]=1)=[O:37])=[O:13])[CH3:16]. Starting materials: NCC(=O)N(C1=C(C=CC=C1)C(=O)OCC)CC(=O)N(C1=CC=CC=C1)C (2-[2-amino-N-(2-ethoxycarbonylphenyl)acetamido]-N-methyl-N-phenylacetamide), CC=1C=C(C=CC1)N=C=O (3-methylphenyl isocyanate). Product: C(C)OC(=O)C1=C(C=CC=C1)N(C(CNC(=O)NC1=CC(=CC=C1)C)=O)CC(=O)N(C1=CC=CC=C1)C (2-{N-(2-ethoxycarbonylphenyl)-2-[3-(3-methylphenyl)ureido]acetamido}-N-methyl-N-phenylacetamide). Reactants: C1(CC1)COC1=C(C=C(C=C1)F)C1=C2C(=NC=C1)C(=C(N2)C)C(=O)OCC (ethyl 7-[2-(cyclopropylmethoxy)-5-fluorophenyl]-2-methyl-1H-pyrrolo[3,2-b]pyridine-3-carboxylate), ClCOCC[Si](C)(C)C ((2-chloromethoxy-ethyl)-trimethyl-silane). Yields the product C1(CC1)COC1=C(C=C(C=C1)F)C1=C2C(=NC=C1)C(=C(N2COCC[Si](C)(C)C)C)C(=O)OCC (Ethyl 7-[2-(cyclopropylmethoxy)-5-fluorophenyl]-2-methyl-1-{[2-(trimethylsilyl)ethoxy]methyl}-1H-pyrrolo[3,2-b]pyridine-3-carboxylate). Reaction SMILES: [CH:1]1([CH2:4][O:5][C:6]2[CH:11]=[CH:10][C:9]([F:12])=[CH:8][C:7]=2[C:13]2[CH:18]=[CH:17][N:16]=[C:15]3[C:19]([C:23]([O:25][CH2:26][CH3:27])=[O:24])=[C:20]([CH3:22])[NH:21][C:14]=23)[CH2:3][CH2:2]1.Cl[CH2:29][O:30][CH2:31][CH2:32][Si:33]([CH3:36])([CH3:35])[CH3:34]>>[CH:1]1([CH2:4][O:5][C:6]2[CH:11]=[CH:10][C:9]([F:12])=[CH:8][C:7]=2[C:13]2[CH:18]=[CH:17][N:16]=[C:15]3[C:19]([C:23]([O:25][CH2:26][CH3:27])=[O:24])=[C:20]([CH3:22])[N:21]([CH2:29][O:30][CH2:31][CH2:32][Si:33]([CH3:36])([CH3:35])[CH3:34])[C:14]=23)[CH2:2][CH2:3]1. Procedure: Starting from ethyl 7-[2-(cyclopropylmethoxy)-5-fluorophenyl]-2-methyl-1H-pyrrolo[3,2-b]pyridine-3-carboxylate (example D.a3) and commercially available (2-chloromethoxy-ethyl)-trimethyl-silane the title compound is prepared as pale yellow viscous oil.